The task is: describe an organic reaction: reactants, conditions, products, and yield. This data is from the Open Reaction Database (ORD), a public repository of structured organic reaction records. The reactants are C(CCO)O (propane-1,3-diol), O (water), aldehyde, C(C1=CC=CC=C1)N1C(=NC(=C1C1=CC=CC=C1)C1=CC=CC=C1)C=O (1-benzyl-2-formyl-4,5-diphenyl-imidazole), C(CCO)O (propane-1,3-diol), C1(=CC=C(C=C1)S(=O)(=O)[O-])C.[NH+]1=CC=CC=C1 (pyridinium 4-toluenesulphonate). Reagents/catalysts: C1(=CC=C(C=C1)S(=O)(=O)[O-])C.[NH+]1=CC=CC=C1 (pyridinium 4-toluenesulphonate). The solvent is CCCCCC (hexane), C(C)(=O)OCC (ethyl acetate), C1(=CC=CC=C1)C (toluene). The product is C(C1=CC=CC=C1)N1C(=NC(=C1C1=CC=CC=C1)C1=CC=CC=C1)C1OCCCO1 (1-benzyl-2-(1,3-dioxan-2-yl)-4,5-diphenylimidazole). Isolated yield 90.4%. RXN SMILES: [CH2:1]([N:8]1[C:12]([C:13]2[CH:18]=[CH:17][CH:16]=[CH:15][CH:14]=2)=[C:11]([C:19]2[CH:24]=[CH:23][CH:22]=[CH:21][CH:20]=2)[N:10]=[C:9]1[CH:25]=[O:26])[C:2]1[CH:7]=[CH:6][CH:5]=[CH:4][CH:3]=1.[CH2:27](O)[CH2:28][CH2:29][OH:30].C1(C)C=CC(S([O-])(=O)=O)=CC=1.[NH+]1C=CC=CC=1.O>C1(C)C=CC=CC=1.C1(C)C=CC(S([O-])(=O)=O)=CC=1.[NH+]1C=CC=CC=1.CCCCCC.C(OCC)(=O)C>[CH2:1]([N:8]1[C:12]([C:13]2[CH:18]=[CH:17][CH:16]=[CH:15][CH:14]=2)=[C:11]([C:19]2[CH:20]=[CH:21][CH:22]=[CH:23][CH:24]=2)[N:10]=[C:9]1[CH:25]1[O:30][CH2:29][CH2:28][CH2:27][O:26]1)[C:2]1[CH:3]=[CH:4][CH:5]=[CH:6][CH:7]=1 |f:2.3,6.7|. Procedure details: A mixture of 1-benzyl-2-formyl-4,5-diphenyl-imidazole (6.8 g), propane-1,3-diol (7.6 g) and polymer-bound pyridinium 4-toluenesulphonate (1.0 g) in toluene (250 ml) was stirred at reflux under a Dean & Stark water trap for 8 hours. TLC analysis (using a 1:1 v/v mixture of ethyl acetate and hexane) showed about 20% unreacted aldehyde. A further quantity of polymer-bound pyridinium 4-toluenesulphonate (250 mg) and propane-1,3-diol (3.5 g) were added, and the mixture was heated at reflux for a furt... Starting materials: [F-].C(CCC)[N+](CCCC)(CCCC)CCCC (Tetrabutylammonium fluoride), C(C)(C)(C)C[Si](C)(C(C)C)OC1=C(C(=CC=C1)O[Si](C)(C)C(C)(C)C)C1CCC(CC1)=C (tert-butyl-[3-{[tert-butyl(dimethyl)silyl]oxy}-2-(4-methylenecyclohexyl)phenoxy](isopropyl)dimethylsilane), O1CCCC1 (tetrahydrofuran), [F-].C(CCC)[N+](CCCC)(CCCC)CCCC (tetrabutylammonium fluoride). Reaction conditions: time 24 hour. Product: C=C1CCC(CC1)C1=C(C=C(C=C1)O)O (4-(4-Methylenecyclohexyl)-1,3-benzenediol). Isolated yield 90.0%. RXN SMILES: [F-].C([N+](CCCC)(CCCC)CCCC)CCC.C(C[Si]([O:29][C:30]1[CH:35]=[CH:34][CH:33]=[C:32](O[Si](C(C)(C)C)(C)C)[C:31]=1[CH:44]1[CH2:49][CH2:48][C:47](=[CH2:50])[CH2:46][CH2:45]1)(C(C)C)C)(C)(C)C.[O:51]1CCCC1>>[CH2:50]=[C:47]1[CH2:48][CH2:49][CH:44]([C:31]2[CH:32]=[CH:33][C:34]([OH:51])=[CH:35][C:30]=2[OH:29])[CH2:45][CH2:46]1 |f:0.1|. Procedure details: Tetrabutylammonium fluoride (230 μl) was added to a stirred solution of tert-butyl-[3-{[tert-butyl(dimethyl)silyl]oxy}-2-(4-methylenecyclohexyl)phenoxy](isopropyl)dimethylsilane (40 mg) in tetrahydrofuran (2 ml) at room temperature. After 24 hr, further tetrabutylammonium fluoride (50 μl) was added, and after 2 hr the solvent was removed under reduced pressure. The residue was partitioned between water (20 ml) and ethyl acetate (20 ml). The layers were separated and the aqueous layer was extract...